From a dataset of the Open Reaction Database (ORD), a public repository of structured organic reaction records. describe an organic reaction: reactants, conditions, products, and yield The reactants are [BH4-].[Na+] (Sodium borohydride), CC(C)C(C(C)C1=C(C=CC=C1)[N+](=O)[O-])=O (2-methyl-4-(2-nitro-phenyl)-pentan-3-one), Cl (HCl). The solvent is CO (methanol). Reaction conditions: temperature 0 celsius, time 1 hour. The product is CC(C)C(C(C)C1=C(C=CC=C1)[N+](=O)[O-])O (2-methyl-4-(2-nitro-phenyl)-pentan-3-ol). Yield: 94.6%. Reaction SMILES: [CH3:1][CH:2]([C:4](=[O:16])[CH:5]([C:7]1[CH:12]=[CH:11][CH:10]=[CH:9][C:8]=1[N+:13]([O-:15])=[O:14])[CH3:6])[CH3:3].[BH4-].[Na+].Cl>CO>[CH3:3][CH:2]([CH:4]([OH:16])[CH:5]([C:7]1[CH:12]=[CH:11][CH:10]=[CH:9][C:8]=1[N+:13]([O-:15])=[O:14])[CH3:6])[CH3:1] |f:1.2|. Procedure details: In a 25 ml flask was prepared a solution of 2-methyl-4-(2-nitro-phenyl)-pentan-3-one (390 mg, 1.8 mmol) in dry methanol (9 ml). It is cooled with an ice-water bath. The temperature in the reaction mixture was 4° C. Sodium borohydride (73 mg, 1.9 mmol) was added, spoon by spoon. It was stirred one hour at 0° C. The cooled mixture was added to HCl 1N (7 ml). This addition was exothermic. Methanol was evaporated. The aqueous phase was extracted with ethyl acetate (50 ml). The organic phase was wash... Yields the product BrC=1N=C(C=2N(C1)C=CN2)NC2CC2 (6-bromo-N-cyclopropylimidazo[1,2-a]pyrazin-8-amine). Reactants: C(C)(C)N(CC)C(C)C (Diisopropylethylamine), C1(CC1)N (cyclopropylamine), BrC=1N=C(C=2N(C1)C=CN2)Br (6,8-dibromoimidazo[1,2-a]pyrazine). Run in CC(C)O (2-propanol). Conditions: time 4.5 hour. Isolated yield 95.3%. As a reaction SMILES: C(N(C(C)C)CC)(C)C.[CH:10]1([NH2:13])[CH2:12][CH2:11]1.[Br:14][C:15]1[N:16]=[C:17](Br)[C:18]2[N:19]([CH:21]=[CH:22][N:23]=2)[CH:20]=1>CC(O)C>[Br:14][C:15]1[N:16]=[C:17]([NH:13][CH:10]2[CH2:12][CH2:11]2)[C:18]2[N:19]([CH:21]=[CH:22][N:23]=2)[CH:20]=1. Procedure: Diisopropylethylamine (2.4 mL, 13.62 mmol) and cyclopropylamine (943 μL, 13.62 mmol) were added to commercially available (Ark Pharm, Inc.) 6,8-dibromoimidazo[1,2-a]pyrazine (2.51 g, 9.08 mmol) dissolved in 2-propanol (9 mL). The solution was placed in an 80° C. oil bath. After 4.5 h, the volatiles were removed in vacuo. The brown residue was partitioned between dichloromethane (50 mL) and water (50 mL). The organic layer was washed further with water (50 mL) and then brine (50 mL). The organic ... The reactants are CC(C)(C)[Si](C)(C)OCC(=C(CO)c1ccc(S(C)(=O)=O)cc1)c1ccccc1, CC(=O)OC(C)=O, CN(C)c1ccncc1, ClCCl. Yields the product CC(=O)OCC(=C(CO[Si](C)(C)C(C)(C)C)c1ccccc1)c1ccc(S(C)(=O)=O)cc1. As a reaction SMILES: [C:1]([CH3:2])([CH3:3])([CH3:4])[Si:5]([O:6][CH2:7][C:8](=[C:9]([CH2:10][OH:11])[c:12]1[cH:13][cH:14][c:15]([S:18](=[O:19])(=[O:20])[CH3:21])[cH:16][cH:17]1)[c:22]1[cH:23][cH:24][cH:25][cH:26][cH:27]1)([CH3:28])[CH3:29].[CH3:30][C:31](=[O:32])[O:33][C:34](=[O:35])[CH3:36].[CH3:37][N:38]([c:39]1[cH:40][cH:41][n:42][cH:43][cH:44]1)[CH3:45].[Cl:46][CH2:47][Cl:48]>>[C:1]([CH3:2])([CH3:3])([CH3:4])[Si:5]([O:6][CH2:7][C:8](=[C:9]([CH2:10][O:11][C:31]([CH3:30])=[O:32])[c:12]1[cH:13][cH:14][c:15]([S:18](=[O:19])(=[O:20])[CH3:21])[cH:16][cH:17]1)[c:22]1[cH:23][cH:24][cH:25][cH:26][cH:27]1)([CH3:28])[CH3:29].